Dataset: the Open Reaction Database (ORD), a public repository of structured organic reaction records. Task: describe an organic reaction: reactants, conditions, products, and yield Starting materials: CNS(=O)(=O)Cl (methylsulfamyl chloride), N1(CCOCC1)C=1C=NC2=CC=C(C=C2N1)C1=CC=C(C=C1)N (4-(3-morpholin-4-yl-quinoxalin-6-yl)-phenylamine). The solvent is N1=CC=CC=C1 (pyridine), N1=CC=CC=C1 (pyridine). Run at time 8 hour. Yields the product CNS(NC1=CC=C(C=C1)C=1C=C2N=C(C=NC2=CC1)N1CCOCC1)(=O)=O (N-methyl-N′-{4-[3-(morpholin-4-yl)quinoxalin-6-yl]phenyl}sulfuric diamide). Isolated yield 23.0%. As a reaction SMILES: [N:1]1([C:7]2[CH:8]=[N:9][C:10]3[C:15]([N:16]=2)=[CH:14][C:13]([C:17]2[CH:22]=[CH:21][C:20]([NH2:23])=[CH:19][CH:18]=2)=[CH:12][CH:11]=3)[CH2:6][CH2:5][O:4][CH2:3][CH2:2]1.[CH3:24][NH:25][S:26](Cl)(=[O:28])=[O:27]>N1C=CC=CC=1>[CH3:24][NH:25][S:26](=[O:28])(=[O:27])[NH:23][C:20]1[CH:21]=[CH:22][C:17]([C:13]2[CH:14]=[C:15]3[C:10](=[CH:11][CH:12]=2)[N:9]=[CH:8][C:7]([N:1]2[CH2:2][CH2:3][O:4][CH2:5][CH2:6]2)=[N:16]3)=[CH:18][CH:19]=1. Procedure details: A mixture of 4-(3-morpholin-4-yl-quinoxalin-6-yl)-phenylamine [Intermediate Example 4.1] (100 mg) and pyridine (0.5 mL) was treated with a solution of methylsulfamyl chloride (75 mg, 0.65 mmol) in pyridine (0.6 mL) and stirred at room temperature overnight. The reaction was partitioned between dichloromethane and water, the phases separated and the organic layer concentrated in vacuo. The residue was purified by preparative reverse phase HPLC to give the title compound (30 mg), contaminated by c... The reactants are Cl.BrC1=CC(=C(C(=C1)C)N1C=C(C=2C1=NC(=CC2N2CCC(CC2)CC(=O)O)C)C)C ({1-[1-(4-bromo-2,6-dimethyl-phenyl)-3,6-dimethyl-1H-pyrrolo[2,3-b]pyridin-4-yl]-piperidin-4-yl}-acetic acid hydrochloride), C(OC(C)Cl)(OC1CCCCC1)=O (1-chloroethyl cyclohexyl carbonate), C([O-])([O-])=O.[K+].[K+] (potassium carbonate), [Na+].[I-] (NaI). Run in CN(C)C=O (DMF), O (water). Reaction conditions: temperature 60 celsius. Yields the product C1(CCCCC1)OC(=O)OC(C)OC(CC1CCN(CC1)C1=C2C(=NC(=C1)C)N(C=C2C)C2=C(C=C(C=C2C)Br)C)=O ({1-[1-(4-bromo-2,6-dimethyl-phenyl)-3,6-dimethyl-1H-pyrrolo[2,3-b]pyridin-4-yl]-piperidin-4-yl}-acetic acid 1-cyclohexyloxycarbonyloxy-ethyl ester). Yield: 59.3%. Reaction SMILES: Cl.[Br:2][C:3]1[CH:8]=[C:7]([CH3:9])[C:6]([N:10]2[C:14]3=[N:15][C:16]([CH3:29])=[CH:17][C:18]([N:19]4[CH2:24][CH2:23][CH:22]([CH2:25][C:26]([OH:28])=[O:27])[CH2:21][CH2:20]4)=[C:13]3[C:12]([CH3:30])=[CH:11]2)=[C:5]([CH3:31])[CH:4]=1.[C:32](=[O:44])([O:37][CH:38]1[CH2:43][CH2:42][CH2:41][CH2:40][CH2:39]1)[O:33][CH:34](Cl)[CH3:35].C(=O)([O-])[O-].[K+].[K+].[Na+].[I-]>CN(C=O)C.O>[CH:38]1([O:37][C:32]([O:33][CH:34]([O:27][C:26](=[O:28])[CH2:25][CH:22]2[CH2:21][CH2:20][N:19]([C:18]3[CH:17]=[C:16]([CH3:29])[N:15]=[C:14]4[N:10]([C:6]5[C:7]([CH3:9])=[CH:8][C:3]([Br:2])=[CH:4][C:5]=5[CH3:31])[CH:11]=[C:12]([CH3:30])[C:13]=34)[CH2:24][CH2:23]2)[CH3:35])=[O:44])[CH2:43][CH2:42][CH2:41][CH2:40][CH2:39]1 |f:0.1,3.4.5,6.7|. Procedure: A suspension of {1-[1-(4-bromo-2,6-dimethyl-phenyl)-3,6-dimethyl-1H-pyrrolo[2,3-b]pyridin-4-yl]-piperidin-4-yl}-acetic acid hydrochloride (300 mg), 1-chloroethyl cyclohexyl carbonate (293 mg), potassium carbonate (196 mg) and NaI (213 mg) in DMF (3 mL) was heated at 60° C. for 3 hours. After cooling to room temperature, water was added and the mixture was extracted with ethyl acetate. The organic phase was washed with brine and concentrated under reduced pressure. The residue was purified with c... The reactants are C[Si](OC1C2CC[C@@H]([C@]2(CCC1)C)[C@@H](CCC[C@@]1(C(O[C@H](O1)C(C)(C)C)=O)C)C)(C)C ((5R,2S)-5-{(4R)-4-[(1R,7aR)-octahydro-4-trimethylsilyloxy-7a-methyl-1H-inden-1-yl]pentyl}-5-methyl-2-t-butyl-1,3-dioxolan-4-one), [F-].C(CCC)[N+](CCCC)(CCCC)CCCC (tetrabutylammonium fluoride). Solvent: O1CCCC1 (tetrahydrofuran), O1CCCC1 (tetrahydrofuran). Run at time 15 minute. The product is OC1C2CC[C@@H]([C@]2(CCC1)C)[C@@H](CCC[C@@]1(C(O[C@H](O1)C(C)(C)C)=O)C)C ((5R,2S)-5-{(4R)-4-[(1R,7aR)-octahydro-4-hydroxy-7a-methyl-1H-inden-1-yl]pentyl}-5-methyl-2-t-butyl-1,3-dioxolan-4-one). Reaction SMILES: C[Si](C)(C)[O:3][CH:4]1[CH2:12][CH2:11][CH2:10][C@@:9]2([CH3:13])[CH:5]1[CH2:6][CH2:7][C@@H:8]2[C@H:14]([CH3:29])[CH2:15][CH2:16][CH2:17][C@@:18]1([CH3:28])[O:22][C@H:21]([C:23]([CH3:26])([CH3:25])[CH3:24])[O:20][C:19]1=[O:27].[F-].C([N+](CCCC)(CCCC)CCCC)CCC>O1CCCC1>[OH:3][CH:4]1[CH2:12][CH2:11][CH2:10][C@@:9]2([CH3:13])[CH:5]1[CH2:6][CH2:7][C@@H:8]2[C@H:14]([CH3:29])[CH2:15][CH2:16][CH2:17][C@@:18]1([CH3:28])[O:22][C@H:21]([C:23]([CH3:26])([CH3:25])[CH3:24])[O:20][C:19]1=[O:27] |f:1.2|. Reported procedure: A 913 mg amount of (5R,2S)-5-{(4R)-4-[(1R,7aR)-octahydro-4-trimethylsilyloxy-7a-methyl-1H-inden-1-yl]pentyl}-5-methyl-2-t-butyl-1,3-dioxolan-4-one was placed in a 100 ml eggplant-shaped flask and dissolved in 10 ml of tetrahydrofuran. A tetrahydrofuran solution (1M, 2.5 ml) of tetrabutylammonium fluoride was added under ice cooling, then the solution was stirred at the same temperature for 15 minutes, was returned to room temperature, then was stirred for 1 hour. Thereafter, 100 ml of ether and ... Reactants: CCO, COc1ncnc2c(Cl)c(NC(=S)NCCN)ccc12. The product is COc1ncnc2c(Cl)c(NC3=NCCN3)ccc12. Reaction SMILES: [CH3:21][CH2:22][OH:23].[NH2:1][CH2:2][CH2:3][NH:4][C:5](=[S:6])[NH:7][c:8]1[cH:9][cH:10][c:11]2[c:12]([O:19][CH3:20])[n:13][cH:14][n:15][c:16]2[c:17]1[Cl:18]>>[N:1]1=[C:5]([NH:7][c:8]2[cH:9][cH:10][c:11]3[c:12]([O:19][CH3:20])[n:13][cH:14][n:15][c:16]3[c:17]2[Cl:18])[NH:4][CH2:3][CH2:2]1. Reactants: Br.ClC=1C(=C(C=2N(N1)C(=NN2)N)C)C (6-Chloro-7,8-dimethyl-[1,2,4]triazolo[4,3-b]pyridazin-3-ylamine hydrobromide), alkoxide, C1(CC1)CO (Cyclopropylmethanol), [H-].[Na+] (sodium hydride), alkoxide. Solvent: CN(C)C=O (DMF), CN(C)C=O (DMF). Reaction conditions: temperature 50 celsius, time 1 hour. Product: C1(CC1)COC=1C(=C(C=2N(N1)C(=NN2)N)C)C (6-Cyclopropylmethoxy-7,8-dimethyl-[1,2,4]triazolo[4,3-b]pyridazin-3-ylamine). RXN SMILES: [CH:1]1([CH2:4][OH:5])[CH2:3][CH2:2]1.[H-].[Na+].Br.Cl[C:10]1[C:11]([CH3:21])=[C:12]([CH3:20])[C:13]2[N:14]([C:16]([NH2:19])=[N:17][N:18]=2)[N:15]=1>CN(C=O)C>[CH:1]1([CH2:4][O:5][C:10]2[C:11]([CH3:21])=[C:12]([CH3:20])[C:13]3[N:14]([C:16]([NH2:19])=[N:17][N:18]=3)[N:15]=2)[CH2:3][CH2:2]1 |f:1.2,3.4|. Procedure details: Cyclopropylmethanol (2.84 ml) was initially charged in DMF (20 ml), admixed under argon with sodium hydride (862 mg) and stirred at 50° C. for 1 h. Subsequently, 6-chloro-7,8-dimethyl-[1,2,4]triazolo[4,3-b]pyridazin-3-ylamine hydrobromide (W2.006, 2 g), dissolved in DMF (20 ml), and one equivalent of the alkoxide solution were added. After stirring at 50° C. for one hour, two further equivalents of alkoxide solution were added and the mixture was stirred further at 50° C. Then the reaction mixtu... Reactants: OC(CC1=C(C=C(C=C1)OC)NC(OC(C)(C)C)=O)C(C)C (tert-butyl [2-(2-hydroxy-3-methylbutyl)-5-methoxyphenyl]-carbamate), CC(=O)OI1(C=2C=CC=CC2C(=O)O1)(OC(=O)C)OC(=O)C (Dess-Martin periodinane). Solvent: ClCCl (dichloromethane). Reaction conditions: time 2 hour. Product: COC=1C=CC(=C(C1)NC(OC(C)(C)C)=O)CC(C(C)C)=O (Tert-Butyl [5-methoxy-2-(3-methyl-2-oxobutyl)phenyl]carbamate). Isolated yield 94.6%. Reaction SMILES: [OH:1][CH:2]([CH:20]([CH3:22])[CH3:21])[CH2:3][C:4]1[CH:9]=[CH:8][C:7]([O:10][CH3:11])=[CH:6][C:5]=1[NH:12][C:13](=[O:19])[O:14][C:15]([CH3:18])([CH3:17])[CH3:16].CC(OI1(OC(C)=O)(OC(C)=O)OC(=O)C2C=CC=CC1=2)=O>ClCCl>[CH3:11][O:10][C:7]1[CH:8]=[CH:9][C:4]([CH2:3][C:2](=[O:1])[CH:20]([CH3:21])[CH3:22])=[C:5]([NH:12][C:13](=[O:19])[O:14][C:15]([CH3:18])([CH3:17])[CH3:16])[CH:6]=1. Procedure: To a solution of tert-butyl [2-(2-hydroxy-3-methylbutyl)-5-methoxyphenyl]-carbamate (100 mg) in dichloromethane (1.5 mL) was added Dess-Martin periodinane (164 mg), and the mixture was stirred at room temperature for 2 hours. The reaction mixture was filtrated through Celite (registered trademark), and the filtrate was concentrated under reduced pressure. The residue was purified by silica gel column chromatography (eluting solvent: ethyl acetate-hexane) to obtain the title compound (94 mg). 1H-... The reactants are Cl (HCl), C(C)(C)(C)OC(=O)N1CCC(CC1)C1OC2=C(C1)C=C(C=C2)C2=CC=C(C=C2)S(=O)(=O)C (4-[5-(4-methanesulfonyl-phenyl)-2,3-dihydro-benzofuran-2-yl]-piperidine-1-carboxylic acid tert-butyl ester). Solvent: O1CCOCC1 (dioxane), ClCCl (dichloromethane). Conditions: time 5 minute. Product: CS(=O)(=O)C1=CC=C(C=C1)C=1C=CC2=C(CC(O2)C2CCNCC2)C1 (4-[5-(4-Methanesulfonyl-phenyl)-2,3-dihydro-benzofuran-2-yl]-piperidine), Cl (hydrochloric acid). Reaction SMILES: [ClH:1].C(OC([N:9]1[CH2:14][CH2:13][CH:12]([CH:15]2[CH2:19][C:18]3[CH:20]=[C:21]([C:24]4[CH:29]=[CH:28][C:27]([S:30]([CH3:33])(=[O:32])=[O:31])=[CH:26][CH:25]=4)[CH:22]=[CH:23][C:17]=3[O:16]2)[CH2:11][CH2:10]1)=O)(C)(C)C>O1CCOCC1.ClCCl>[CH3:33][S:30]([C:27]1[CH:26]=[CH:25][C:24]([C:21]2[CH:22]=[CH:23][C:17]3[O:16][CH:15]([CH:12]4[CH2:13][CH2:14][NH:9][CH2:10][CH2:11]4)[CH2:19][C:18]=3[CH:20]=2)=[CH:29][CH:28]=1)(=[O:31])=[O:32].[ClH:1]. Procedure details: A solution of HCl in dioxane (4 N, 5.0 mL) is added to 4-[5-(4-methanesulfonyl-phenyl)-2,3-dihydro-benzofuran-2-yl]-piperidine-1-carboxylic acid tert-butyl ester (750 mg) in dichloromethane (1 mL) and the resulting mixture is stirred for 5 min at room temperature. The solvents are evaporated in vacuo to give the title compound as its hydrochloric acid salt. Mass spectrum (ESI+): m/z=358 [M+H]+.